This data is from the Open Reaction Database (ORD), a public repository of structured organic reaction records. The task is: describe an organic reaction: reactants, conditions, products, and yield Reactants: C(C1=CC=CC=C1)#N (benzonitrile). Solvent: C1(=CC=CC=C1)C (toluene). Product: C(C1=CC=CC=C1)N (benzylamine), C(C1=CC=CC=C1)=NCC1=CC=CC=C1 (α-benzylideneaminotoluene). As a reaction SMILES: [C:1](#[N:8])[C:2]1[CH:7]=[CH:6][CH:5]=[CH:4][CH:3]=1>C1(C)C=CC=CC=1>[CH2:1]([NH2:8])[C:2]1[CH:7]=[CH:6][CH:5]=[CH:4][CH:3]=1.[CH:1](=[N:8][CH2:1][C:2]1[CH:7]=[CH:6][CH:5]=[CH:4][CH:3]=1)[C:2]1[CH:7]=[CH:6][CH:5]=[CH:4][CH:3]=1. Reported procedure: Other specific hydrogenation processes which are within the scope of the instant invention, include the hydrogenation of (a) cyclohexene to obtain cyclohexane; (b) nitrobenzene to obtain aniline; (c) benzonitrile to obtain a mixture comprising benzylamine, toluene, and α-benzylideneaminotoluene; and (d) diphenylacetylene to obtain a mixture comprising cis-stilbene, trans-stilbene, and 1,2 diphenylethane. The reactants are C(Cl)(Cl)Cl (chloroform), C(C)O (ethanol), [H-].[H-].[H-].[H-].[Li+].[Al+3] (LiAlH4), C(C1=CC=CC=C1)OC1=CC=C(O[C@H]2[C@H](CC3=CC=CC=C23)N(C(=O)OC(C)(C)C)C)C=C1 (cis-1-(4-benzyloxyphenoxy)-2-(N-methyl-N-tert-butoxycarbonylamino)indane), O1CCCC1 (tetrahydrofuran). The product is Cl.C(C1=CC=CC=C1)OC1=CC=C(O[C@H]2[C@H](CC3=CC=CC=C23)N(C)C)C=C1 ((±)cis-1-(4-Benzyloxyphenoxy)-2-dimethylaminoindane Hydrochloride), oil. As a reaction SMILES: [H-].[H-].[H-].[H-].[Li+].[Al+3].[CH2:7]([O:14][C:15]1[CH:39]=[CH:38][C:18]([O:19][C@@H:20]2[C:28]3[C:23](=[CH:24][CH:25]=[CH:26][CH:27]=3)[CH2:22][C@@H:21]2[N:29]([CH3:37])[C:30](OC(C)(C)C)=O)=[CH:17][CH:16]=1)[C:8]1[CH:13]=[CH:12][CH:11]=[CH:10][CH:9]=1.O1CCCC1.C(O)C.C(Cl)(Cl)[Cl:49]>>[ClH:49].[CH2:7]([O:14][C:15]1[CH:39]=[CH:38][C:18]([O:19][C@@H:20]2[C:28]3[C:23](=[CH:24][CH:25]=[CH:26][CH:27]=3)[CH2:22][C@@H:21]2[N:29]([CH3:37])[CH3:30])=[CH:17][CH:16]=1)[C:8]1[CH:9]=[CH:10][CH:11]=[CH:12][CH:13]=1 |f:0.1.2.3.4.5,10.11|. Procedure details: The title compound was prepared in a similar manner to Example 12 from LiAlH4 (769 mg, 20.2 mmol), cis-1-(4-benzyloxyphenoxy)-2-(N-methyl-N-tert-butoxycarbonylamino)indane (900 mg, 2.02 mmol) and tetrahydrofuran (50 ml). After a reaction time of 3 hours the reaction was worked up as previously described and subjected to column chromatography on silica gel eluting with 5% ethanol in chloroform to afford a pale green oil (640 mg) which was converted to the HCl salt and crystallised to afford the t...